Dataset: the Open Reaction Database (ORD), a public repository of structured organic reaction records. Task: describe an organic reaction: reactants, conditions, products, and yield Reactants: C1(CCCCC1)N1C(=NC2=C1C=CC(=C2)C(=O)O)C2=COC=C2 (1-Cyclohexyl-2-furan-3-yl-1H-benzoimidazole-5-carboxylic acid), O=S(Cl)Cl (SOCl2). Solvent: CN(C)C=O (DMF). Run at time 20 hour. Product: C1(CCCCC1)N1C(=NC2=C1C=CC(=C2)C(=O)Cl)C2=COC=C2 (1-cyclohexyl-2-furan-3-yl-1H-benzoimidazole-5-carbonyl chloride). RXN SMILES: [CH:1]1([N:7]2[C:11]3[CH:12]=[CH:13][C:14]([C:16](O)=[O:17])=[CH:15][C:10]=3[N:9]=[C:8]2[C:19]2[CH:23]=[CH:22][O:21][CH:20]=2)[CH2:6][CH2:5][CH2:4][CH2:3][CH2:2]1.O=S(Cl)[Cl:26]>CN(C=O)C>[CH:1]1([N:7]2[C:11]3[CH:12]=[CH:13][C:14]([C:16]([Cl:26])=[O:17])=[CH:15][C:10]=3[N:9]=[C:8]2[C:19]2[CH:23]=[CH:22][O:21][CH:20]=2)[CH2:6][CH2:5][CH2:4][CH2:3][CH2:2]1. Procedure: The carboxylic acid of example 2 (0.550 g, 1.8 mmol) was dissolved in SOCl2 (20 mL) and DMF (˜0.1 mL). The reaction mixture was stirred at room temperature for 20 h and then concentrated to dryness and co-evaporate with EtOAc to give a 1-cyclohexyl-2-furan-3-yl-1H-benzoimidazole-5-carbonyl chloride as a brown solid (580 mg). The acid chloride (0.050 g, 0.16 mmol) was dissolved in DMF (1 mL) and reacted with 1-carnosine (0.036 g, 0.159 mmol) in the presence of DIEA (82 μL, 0.476 mmol). The reacti... Starting materials: CC(C)(C)OC(=O)N1CCC(O)CC1, C1CCOC1, CC(C)(C)[O-], N#Cc1ccc(F)cc1C(F)(F)F, [K+]. Yields the product CC(C)(C)OC(=O)N1CCC(Oc2ccc(C#N)c(C(F)(F)F)c2)CC1. As a reaction SMILES: [C:1]([CH3:2])([CH3:3])([CH3:4])[O:5][C:6](=[O:7])[N:8]1[CH2:9][CH2:10][CH:11]([OH:14])[CH2:12][CH2:13]1.[CH2:34]1[O:35][CH2:36][CH2:37][CH2:38]1.[CH3:15][C:16]([CH3:17])([O-:18])[CH3:19].[F:21][c:22]1[cH:23][c:24]([C:30]([F:31])([F:32])[F:33])[c:25]([C:26]#[N:27])[cH:28][cH:29]1.[K+:20]>>[C:1]([CH3:2])([CH3:3])([CH3:4])[O:5][C:6](=[O:7])[N:8]1[CH2:9][CH2:10][CH:11]([O:14][c:22]2[cH:23][c:24]([C:30]([F:31])([F:32])[F:33])[c:25]([C:26]#[N:27])[cH:28][cH:29]2)[CH2:12][CH2:13]1.